Dataset: the Open Reaction Database (ORD), a public repository of structured organic reaction records. Task: describe an organic reaction: reactants, conditions, products, and yield The reactants are C=Cc1ccc(C)nc1, CN1CCCC1=O, [K+], [OH-], Cc1ccc2[nH]c3c(c2c1)C(=O)N(C)C(O)C3. Product: Cc1ccc2c(c1)c1c(n2CCc2ccc(C)nc2)CC(O)N(C)C1=O. RXN SMILES: [CH3:18][c:19]1[n:20][cH:21][c:22]([CH:25]=[CH2:26])[cH:23][cH:24]1.[CH3:29][N:30]1[CH2:31][CH2:32][CH2:33][C:34]1=[O:35].[K+:28].[OH-:27].[OH:1][CH:2]1[CH2:3][c:4]2[nH:5][c:6]3[cH:7][cH:8][c:9]([CH3:17])[cH:10][c:11]3[c:12]2[C:13](=[O:16])[N:14]1[CH3:15]>>[OH:1][CH:2]1[CH2:3][c:4]2[n:5]([CH2:26][CH2:25][c:22]3[cH:21][n:20][c:19]([CH3:18])[cH:24][cH:23]3)[c:6]3[cH:7][cH:8][c:9]([CH3:17])[cH:10][c:11]3[c:12]2[C:13](=[O:16])[N:14]1[CH3:15]. The reactants are C(C)(=O)O[C@H]1[C@H]([C@@H](C[C@@H]1NC1=C(C=C(C(=C1)Cl)Cl)[N+](=O)[O-])COC(C)=O)OC(C)=O ((±)-(1R*,2S*,3S*,5S*)-3-(Acetoxymethyl)-5-(4,5-dichloro-2-nitroanilino)-1,2-cyclopentanediyl diacetate). The reagents and catalysts are [Ni] (Raney nickel). The solvent is C(C)(C)O (isopropanol). The product is C(C)(=O)O[C@H]1[C@H]([C@@H](C[C@@H]1NC1=C(C=C(C(=C1)Cl)Cl)N)COC(C)=O)OC(C)=O ((±)-(1R*,2S*,3S*,5S*)-3-(Acetoxymethyl)-5-(2-amino-4,5-dichloroanilino)-1,2-cyclopentanediyl diacetate). RXN SMILES: [C:1]([O:4][C@@H:5]1[C@@H:9]([NH:10][C:11]2[CH:16]=[C:15]([Cl:17])[C:14]([Cl:18])=[CH:13][C:12]=2[N+:19]([O-])=O)[CH2:8][C@@H:7]([CH2:22][O:23][C:24](=[O:26])[CH3:25])[C@@H:6]1[O:27][C:28](=[O:30])[CH3:29])(=[O:3])[CH3:2]>C(O)(C)C.[Ni]>[C:1]([O:4][C@@H:5]1[C@@H:9]([NH:10][C:11]2[CH:16]=[C:15]([Cl:17])[C:14]([Cl:18])=[CH:13][C:12]=2[NH2:19])[CH2:8][C@@H:7]([CH2:22][O:23][C:24](=[O:26])[CH3:25])[C@@H:6]1[O:27][C:28](=[O:30])[CH3:29])(=[O:3])[CH3:2]. Procedure: (±)-(1R*,2S*,3S*,5S*)-3-(Acetoxymethyl)-5-(4,5-dichloro-2-nitroanilino)-1,2-cyclopentanediyl diacetate (4.30 g, 9.28 mmol) in isopropanol (250 mL) was shaken with Raney nickel (Aldrich, slurry in water, 400 mg wet) under hydrogen (50 psi) on a Parr shaker for 2.75 hours. Catalyst was filtered off with Celite and the filtrate-wash (350 mL) stored at -5° C. Yellow crystals of title compound formed slowly (2.35 g, 58%), m.p. 124°-125° C.; 1H-NMR(DMSO-d6) δ: 6.70 and 6.57 (both s, 1 each, 2 aromatic... Reactants: COC(=O)c1cccnc1CCl, ClCCl, O=C(OO)c1cccc(Cl)c1. Product: COC(=O)c1ccc[n+]([O-])c1CCl. RXN SMILES: [Cl:1][CH2:2][c:3]1[n:4][cH:5][cH:6][cH:7][c:8]1[C:9](=[O:10])[O:11][CH3:12].[Cl:24][CH2:25][Cl:26].[OH:13][O:14][C:15]([c:16]1[cH:17][c:18]([Cl:19])[cH:20][cH:21][cH:22]1)=[O:23]>>[Cl:1][CH2:2][c:3]1[n+:4]([O-:13])[cH:5][cH:6][cH:7][c:8]1[C:9](=[O:10])[O:11][CH3:12].